The task is: describe an organic reaction: reactants, conditions, products, and yield. This data is from the Open Reaction Database (ORD), a public repository of structured organic reaction records. The reactants are S(=O)(O)[O-].[Na+] (sodium hydrogensulfite), BrBr (bromine), C(C)(=O)[O-].[K+] (potassium acetate), BrBr (bromine), BrBr (bromine), BrBr (bromine), C(C)C1=CC(=NN1CCC)C#N (5-Ethyl-1-propyl-1H-pyrazole-3-carbonitrile). Run in C(C)(=O)O (acetic acid). Reaction conditions: time 5 hour. Yields the product BrC=1C(=NN(C1CC)CCC)C#N (4-bromo-5-ethyl-1-propyl-1H-pyrazole-3-carbonitrile). Isolated yield 84.3%. RXN SMILES: [CH2:1]([C:3]1[N:7]([CH2:8][CH2:9][CH3:10])[N:6]=[C:5]([C:11]#[N:12])[CH:4]=1)[CH3:2].C([O-])(=O)C.[K+].[Br:18]Br.S([O-])(O)=O.[Na+]>C(O)(=O)C>[Br:18][C:4]1[C:5]([C:11]#[N:12])=[N:6][N:7]([CH2:8][CH2:9][CH3:10])[C:3]=1[CH2:1][CH3:2] |f:1.2,4.5|. Reported procedure: 5-Ethyl-1-propyl-1H-pyrazole-3-carbonitrile (4.89 g, 30.0 mmol) was dissolved in glacial acetic acid (30 mL) and treated with potassium acetate (4.41 g, 44.9 mmol) and bromine (4.79 g, 30.0 mmol). During the slow addition of bromine, an exotherm occurred and ice bath was used to cool the reaction. After the addition of bromine was complete, the reaction was allowed to warm to ambient temperature and stir for 5 hours. Saturated aqueous sodium hydrogensulfite was added to reduce the residual bromi... Reactants: C(C1=CC=CC=C1)C=1C2=C(N=C(N1)NC1=CC(=C(C=C1)N1C=NC(=C1)C)OC)CCN(C2)C(=O)OC(C)(C)C (tert-Butyl 4-benzyl-2-(3-methoxy-4-(4-methyl-1H-imidazol-1-yl)phenylamino)-7,8-dihydropyrido[4,3-d]pyrimidine-6(5H)-carboxylate), Cl (Hydrochloric acid). Solvent: CO (methanol). Reaction conditions: temperature 80 celsius, time 1 hour. The product is C(C1=CC=CC=C1)C=1C2=C(N=C(N1)NC1=CC(=C(C=C1)N1C=NC(=C1)C)OC)CCNC2 (4-Benzyl-N-(3-methoxy-4-(4-methyl-1H-imidazol-1-yl)phenyl)-5,6,7,8-tetrahydropyrido[4,3-d]pyrimidin-2-amine). As a reaction SMILES: [CH2:1]([C:8]1[C:9]2[CH2:32][N:31](C(OC(C)(C)C)=O)[CH2:30][CH2:29][C:10]=2[N:11]=[C:12]([NH:14][C:15]2[CH:20]=[CH:19][C:18]([N:21]3[CH:25]=[C:24]([CH3:26])[N:23]=[CH:22]3)=[C:17]([O:27][CH3:28])[CH:16]=2)[N:13]=1)[C:2]1[CH:7]=[CH:6][CH:5]=[CH:4][CH:3]=1.Cl>CO>[CH2:1]([C:8]1[C:9]2[CH2:32][NH:31][CH2:30][CH2:29][C:10]=2[N:11]=[C:12]([NH:14][C:15]2[CH:20]=[CH:19][C:18]([N:21]3[CH:25]=[C:24]([CH3:26])[N:23]=[CH:22]3)=[C:17]([O:27][CH3:28])[CH:16]=2)[N:13]=1)[C:2]1[CH:3]=[CH:4][CH:5]=[CH:6][CH:7]=1. Reported procedure: tert-Butyl 4-benzyl-2-(3-methoxy-4-(4-methyl-1H-imidazol-1-yl)phenylamino)-7,8-dihydropyrido[4,3-d]pyrimidine-6(5H)-carboxylate (1.0 g, 1.90 mmol) was dissolved in methanol (10 mL). Hydrochloric acid (0.156 mL, 1.90 mmol) was added and the reaction mixture was stirred at 80° C. for 1 h. The solvent was evaporated under reduced pressure and the crude was used in the subsequent step as such. MS (ES+) m/z 427.0 (M+H)+ Yields the product Cl.Cl.C(C)C1=NC(=C(C2=CC(=C(C=C12)OC)OC)CC=1C(=NC2=CC=C(C=C2C1)OC)NCC(F)(F)F)O (1-Ethyl-6,7-dimethoxy-4-((6-methoxy-2-(2,2,2-trifluoroethylamino)quinolin-3-yl)methyl)isoquinolin-3-ol dihydrochloride). Isolated yield 24.0%. Run in C(Cl)Cl (CH2Cl2), C1CCOC1 (THF). Procedure: To a stirred solution of 1-ethyl-6,7-dimethoxyisoquinolin-3-ol SLA 28136 (342 mg, 1.47 mmol) in THF (10 mL) in a 20 mL microwave vial equipped with a magnetic stirrer was added 3-(chloromethyl)-6-methoxy-N-(2,2,2-trifluoroethyl)quinolin-2-amine hydrochloride SLA 41070 (500 mg, 1.47 mmol) at RT followed by a 2 N aq. LiOH solution (1.47 mL, 2.94 mmol) and the mixture was stirred at 160° C. for 1.5 h under microwave irradiation. After cooling to RT, the mixture was diluted with CH2Cl2:MeOH=9:1 (150... As a reaction SMILES: [CH2:1]([C:3]1[C:12]2[C:7](=[CH:8][C:9]([O:15][CH3:16])=[C:10]([O:13][CH3:14])[CH:11]=2)[CH:6]=[C:5]([OH:17])[N:4]=1)[CH3:2].[ClH:18].[Cl:19][CH2:20][C:21]1[C:22]([NH:33][CH2:34][C:35]([F:38])([F:37])[F:36])=[N:23][C:24]2[C:29]([CH:30]=1)=[CH:28][C:27]([O:31][CH3:32])=[CH:26][CH:25]=2.[Li+].[OH-]>C1COCC1.C(Cl)Cl>[ClH:19].[ClH:18].[CH2:1]([C:3]1[C:12]2[C:7](=[CH:8][C:9]([O:15][CH3:16])=[C:10]([O:13][CH3:14])[CH:11]=2)[C:6]([CH2:20][C:21]2[C:22]([NH:33][CH2:34][C:35]([F:38])([F:36])[F:37])=[N:23][C:24]3[C:29]([CH:30]=2)=[CH:28][C:27]([O:31][CH3:32])=[CH:26][CH:25]=3)=[C:5]([OH:17])[N:4]=1)[CH3:2] |f:1.2,3.4,7.8.9|. Reactants: [Li+].[OH-] (LiOH), C(C)C1=NC(=CC2=CC(=C(C=C12)OC)OC)O (1-ethyl-6,7-dimethoxyisoquinolin-3-ol), C(C)C1=NC(=CC2=CC(=C(C=C12)OC)OC)O (1-Ethyl-6,7-dimethoxyisoquinolin-3-ol), Cl.ClCC=1C(=NC2=CC=C(C=C2C1)OC)NCC(F)(F)F (3-(chloromethyl)-6-methoxy-N-(2,2,2-trifluoroethyl)quinolin-2-amine hydrochloride), Cl.ClCC=1C(=NC2=CC=C(C=C2C1)OC)NCC(F)(F)F (3-(Chloromethyl)-6-methoxy-N-(2,2,2-trifluoroethyl)quinolin-2-amine hydrochloride). Run at temperature 160 celsius, time 1.5 hour. Reactants: CN(C)CC1=C(C(=CC=C1)OC)CCC (1-(N,N-dimethylamino)methyl-3-methoxy-2-propylbenzene), CN(C)CC1=C(C(=CC=C1)OC)CCC (1-(N,N-dimethylamino)methyl-3-methoxy-2-propylbenzene), Br (hydrobromic acid), 3-hydroxy, solution. Solvent: C(C)(=O)O (acetic acid). Reaction conditions: time 8 hour. Product: CN(C)CC1=C(C(=CC=C1)O)CCC (1-(N,N-dimethylamino)methyl-3-hydroxy-2-propylbenzene). Isolated yield 78.9%. RXN SMILES: [CH3:1][N:2]([CH2:4][C:5]1[CH:10]=[CH:9][CH:8]=[C:7]([O:11]C)[C:6]=1[CH2:13][CH2:14][CH3:15])[CH3:3].Br>C(O)(=O)C>[CH3:3][N:2]([CH2:4][C:5]1[CH:10]=[CH:9][CH:8]=[C:7]([OH:11])[C:6]=1[CH2:13][CH2:14][CH3:15])[CH3:1]. Procedure: The 1-(N,N-dimethylamino)methyl-3-methoxy-2-propylbenzene was then converted to the 3-hydroxy equivalent by adding the 1-(N,N-dimethylamino)methyl-3-methoxy-2-propylbenzene (238 g, 1.15 moles) to acetic acid (2.35 L) and then adding hydrobromic acid (1 L of a 48% solution). This mixture was then stirred at reflux for thirty hours. The acetic acid was removed and the residue was redissolved in ethanol. The ethanol was then removed and the residue was again redissolved in ethanol. Diethyl ether wa... Reactants: O1CCC(C2=CC=CC=C12)N (4-chromanamine), 2-l, C(C=1C(O)=CC=CC1)=O (salicylaldehyde). The solvent is C(C)O (ethanol). Reaction conditions: time 8 hour. Product: C(C=1C(O)=CC=CC1)=NC1CCOC2=CC=CC=C12 (N-Salicylidene-4-chromanamine). Reaction SMILES: [O:1]1[C:10]2[C:5](=[CH:6][CH:7]=[CH:8][CH:9]=2)[CH:4]([NH2:11])[CH2:3][CH2:2]1.[CH:12](=O)[C:13]1[C:14](=[CH:16][CH:17]=[CH:18][CH:19]=1)[OH:15]>C(O)C>[CH:12](=[N:11][CH:4]1[C:5]2[C:10](=[CH:9][CH:8]=[CH:7][CH:6]=2)[O:1][CH2:2][CH2:3]1)[C:13]1[C:14](=[CH:16][CH:17]=[CH:18][CH:19]=1)[OH:15]. Procedure: A 90 g (0.60 mole) portion of 4-chromanamine and 450 ml of ethanol were placed in a 2-l, 3-necked flask, equipped with a stirrer and reflux condenser fitted with a drying tube, and treated with 75 g (0.61 mole) of salicylaldehyde. The reaction mixture was refluxed for 8 hrs., stored overnight at room temperature, cooled and filtered. The yellow crystalline solid was washed with 150 ml of ethanol, ether and dried; m.p. 123°-126°. Yield: 126 g (83%). Starting materials: COc1ccc(CC(O)COS(=O)(=O)c2ccc(C)cc2)c(O)c1, Cc1ccccc1, c1ccc(P(c2ccccc2)c2ccccc2)cc1. Yields the product COc1ccc2c(c1)OC(COS(=O)(=O)c1ccc(C)cc1)C2. Reaction SMILES: [CH3:1][c:2]1[cH:3][cH:4][c:5]([S:8](=[O:9])(=[O:10])[O:11][CH2:12][CH:13]([CH2:14][c:15]2[c:16]([OH:23])[cH:17][c:18]([O:21][CH3:22])[cH:19][cH:20]2)[OH:24])[cH:6][cH:7]1.[CH3:44][c:45]1[cH:46][cH:47][cH:48][cH:49][cH:50]1.[c:25]1([P:26]([c:27]2[cH:28][cH:29][cH:30][cH:31][cH:32]2)[c:33]2[cH:34][cH:35][cH:36][cH:37][cH:38]2)[cH:39][cH:40][cH:41][cH:42][cH:43]1>>[CH3:1][c:2]1[cH:3][cH:4][c:5]([S:8](=[O:9])(=[O:10])[O:11][CH2:12][CH:13]2[CH2:14][c:15]3[c:16]([cH:17][c:18]([O:21][CH3:22])[cH:19][cH:20]3)[O:24]2)[cH:6][cH:7]1. Starting materials: FC1=C(C=CC(=C1)N1C(C=CC=C1)=O)N1C(C(CCC1)NS(=O)(=O)C1=CC2=CC=C(C=C2C=C1)Cl)=O (6-Chloronaphthalene-2-sulfonic acid {1-[2-fluoro-4-(2-oxo-2H-pyridin-1-yl)phenyl]-2-oxo-piperidin-3-yl}amide), BrCC(=O)OC (methyl bromoacetate), C([O-])([O-])=O.[K+].[K+] (potassium carbonate), compound 9. The product is COC(CN(C1C(N(CCC1)C1=CC=C(C=C1)N1C(C=CC=C1)=O)=O)S(=O)(=O)C1=CC2=CC=C(C=C2C=C1)Cl)=O (2-((6-Chloro-naphthalene-2-sulfonyl)-{2-oxo-1-[4-(2-oxo-2H-pyridin-1-yl)-phenyl]-piperidin-3-yl}-amino)-acetic acid methyl ester). As a reaction SMILES: F[C:2]1[CH:7]=[C:6]([N:8]2[CH:13]=[CH:12][CH:11]=[CH:10][C:9]2=[O:14])[CH:5]=[CH:4][C:3]=1[N:15]1[CH2:20][CH2:19][CH2:18][CH:17]([NH:21][S:22]([C:25]2[CH:34]=[CH:33][C:32]3[C:27](=[CH:28][CH:29]=[C:30]([Cl:35])[CH:31]=3)[CH:26]=2)(=[O:24])=[O:23])[C:16]1=[O:36].Br[CH2:38][C:39]([O:41][CH3:42])=[O:40].C(=O)([O-])[O-].[K+].[K+]>>[CH3:42][O:41][C:39](=[O:40])[CH2:38][N:21]([S:22]([C:25]1[CH:34]=[CH:33][C:32]2[C:27](=[CH:28][CH:29]=[C:30]([Cl:35])[CH:31]=2)[CH:26]=1)(=[O:23])=[O:24])[CH:17]1[CH2:18][CH2:19][CH2:20][N:15]([C:3]2[CH:2]=[CH:7][C:6]([N:8]3[CH:13]=[CH:12][CH:11]=[CH:10][C:9]3=[O:14])=[CH:5][CH:4]=2)[C:16]1=[O:36] |f:2.3.4|. Procedure details: The compound of Example 2 was treated with methyl bromoacetate in the presence of potassium carbonate using the procedure described for the preparation of compound 9, Part A. Purification by flash chromatography provided the title compound. MS(ESI+) (M+H)+. 1HNMR (CDCl3) δ 8.48 (s, 1H); 7.85 (m, 4H); 7.53 (m, 2H); 7.37 (m, 3H); 7.27 (m, 2H); 6.85 (m, 1H); 6.45 (m, 1H); 4.60 (m, 1H); 4.30 (m, 1H); 3.80 (m, 1H); 3.74 (m, 3H); 3.60 (m, 1H); 3.40 (m, 1H); 2.55 (m, 1H); 2.15 (m, 3H) ppm. MS m/z 580.0...